This data is from the Open Reaction Database (ORD), a public repository of structured organic reaction records. The task is: describe an organic reaction: reactants, conditions, products, and yield Starting materials: C(C)(C)(C)[C@@H]1CC[C@H](CC1)OC=1C=C2C(=CC(=NC2=CC1)C)C(F)(F)F (6-(trans-4-tert-Butyl-cyclohexyloxy)-2-methyl-4-trifluoromethyl-quinoline), 2D, BrC=1C=C2C=CC(=NC2=CC1)O (6-Bromo-quinolin-2-ol), O=O (oxygen). Yields the product BrC=1C=C2C=CC(=NC2=CC1)OC1CCC(CC1)C(C)(C)C (6-Bromo-2-(4-tert-butyl-cyclohexyloxy)-quinoline). Procedure: Synthesized as per 6-(trans-4-tert-Butyl-cyclohexyloxy)-2-methyl-4-trifluoromethyl-quinoline using 6-Bromo-quinolin-2-ol as starting material. Alkylation was confirmed to be on the oxygen by 2D NMR (HMQC) of the subsequent intermediate. ESI-MS(M+H+): 362.1/364.10). RXN SMILES: [C:1]([C@H:5]1[CH2:10][CH2:9][C@H:8](OC2C=C3C(=CC=2)N=C(C)C=C3C(F)(F)F)[CH2:7][CH2:6]1)([CH3:4])([CH3:3])[CH3:2].[Br:27][C:28]1[CH:29]=[C:30]2[C:35](=[CH:36][CH:37]=1)[N:34]=[C:33]([OH:38])[CH:32]=[CH:31]2.O=O>>[Br:27][C:28]1[CH:29]=[C:30]2[C:35](=[CH:36][CH:37]=1)[N:34]=[C:33]([O:38][CH:8]1[CH2:9][CH2:10][CH:5]([C:1]([CH3:4])([CH3:3])[CH3:2])[CH2:6][CH2:7]1)[CH:32]=[CH:31]2. Starting materials: O=C([O-])[O-], CI, CN(C)C=O, COC(=O)c1ccc2oc(-c3ccc4ccc(Cl)cc4n3)c(O)c2c1, [K+], [K+], C1CCOC1. The product is COC(=O)c1ccc2oc(-c3ccc4ccc(Cl)cc4n3)c(OC)c2c1. As a reaction SMILES: [C:26](=[O:27])([O-:28])[O-:29].[CH3:32][I:33].[CH3:39][N:40]([CH3:41])[CH:42]=[O:43].[Cl:1][c:2]1[cH:3][cH:4][c:5]2[cH:6][cH:7][c:8](-[c:12]3[o:13][c:14]4[c:15]([c:16]3[OH:17])[cH:18][c:19]([C:22](=[O:23])[O:24][CH3:25])[cH:20][cH:21]4)[n:9][c:10]2[cH:11]1.[K+:30].[K+:31].[O:34]1[CH2:35][CH2:36][CH2:37][CH2:38]1>>[Cl:1][c:2]1[cH:3][cH:4][c:5]2[cH:6][cH:7][c:8](-[c:12]3[o:13][c:14]4[c:15]([c:16]3[O:17][CH3:26])[cH:18][c:19]([C:22](=[O:23])[O:24][CH3:25])[cH:20][cH:21]4)[n:9][c:10]2[cH:11]1. Reactants: C(C1=CC=CC=C1)OC(=O)C[C@@H](C(=O)N1N(CCCC1C(=O)OC(C)(C)C)C(=O)OCC1=CC=CC=C1)N1C(C=2C(C1=O)=CC=CC2)=O (benzyl tert.butyl hexahydro-2-[3-benzyloxycarbonyl-2(S)-phthalimidopropionyl]-1,3-pyridazinedicarboxylate). Reagents/catalysts: [Pd] (palladium-on-carbon). Solvent: CO (methanol). Product: C(=O)(O)C[C@@H](C(=O)N1NCCCC1C(=O)OC(C)(C)C)N1C(C=2C(C1=O)=CC=CC2)=O (tert.butyl hexahydro-2-[3-carboxy-2(S)-phthalimidopropionyl]-3-pyridazinecarboxylate). The yield is 94.5%. Reaction SMILES: C([O:8][C:9]([CH2:11][C@H:12]([N:38]1[C:42](=[O:43])[C:41]2=[CH:44][CH:45]=[CH:46][CH:47]=[C:40]2[C:39]1=[O:48])[C:13]([N:15]1[CH:20]([C:21]([O:23][C:24]([CH3:27])([CH3:26])[CH3:25])=[O:22])[CH2:19][CH2:18][CH2:17][N:16]1C(OCC1C=CC=CC=1)=O)=[O:14])=[O:10])C1C=CC=CC=1>CO.[Pd]>[C:9]([CH2:11][C@H:12]([N:38]1[C:42](=[O:43])[C:41]2=[CH:44][CH:45]=[CH:46][CH:47]=[C:40]2[C:39]1=[O:48])[C:13]([N:15]1[CH:20]([C:21]([O:23][C:24]([CH3:27])([CH3:26])[CH3:25])=[O:22])[CH2:19][CH2:18][CH2:17][NH:16]1)=[O:14])([OH:10])=[O:8]. Procedure: A solution of 11.1 g of benzyl tert.butyl hexahydro-2-[3-benzyloxycarbonyl-2(S)-phthalimidopropionyl]-1,3-pyridazinedicarboxylate (diastereomer B) in 220 ml of methanol was hydrogenated over 1.1 g of 10% palladium-on-carbon for 18 hours. The catalyst was removed by filtration and the filtrate was evaporated to give 6.9 g (94%) of tert.butyl hexahydro-2-[3-carboxy-2(S)-phthalimidopropionyl]-3-pyridazinecarboxylate (diastereomer B) in the form of a gum. Reactants: BrC1=CC=C(C=C1)N (4-bromo-phenylamine), ClC(C(O)O)(Cl)Cl (chloral hydrate), S(=O)(=O)([O-])[O-].[Na+].[Na+] (sodium sulphate), Cl.NO (hydroxylamine hydrochloride), Cl (HCl). The solvent is O (water). Conditions: temperature 85 celsius, time 2 hour. Yields the product BrC1=CC=C(C=C1)NC(C=NO)=O (N-(4-Bromo-phenyl)-2-hydroxyimino-acetamide), solid. Isolated yield 84.9%. As a reaction SMILES: [Br:1][C:2]1[CH:7]=[CH:6][C:5]([NH2:8])=[CH:4][CH:3]=1.Cl[C:10](Cl)(Cl)[CH:11]([OH:13])O.S([O-])([O-])(=O)=O.[Na+].[Na+].Cl.[NH2:24][OH:25].Cl>O>[Br:1][C:2]1[CH:7]=[CH:6][C:5]([NH:8][C:11](=[O:13])[CH:10]=[N:24][OH:25])=[CH:4][CH:3]=1 |f:2.3.4,5.6|. Reported procedure: To a slurry of 4-bromo-phenylamine (10 g, 58.13 mmol) in water (200 mL) was added chloral hydrate (11.65 g, 69.76 mmol), sodium sulphate (50 g), hydroxylamine hydrochloride (12.8 g, 186 mmol) and conc. HCl (15 mL). The reaction mixture was then heated to 85° C. and stirred for another 2 h. After completion of the reaction, a solid separated out. The mixture was cooled to room temperature, filtered and washed with water (2-3 times) and dried to obtain the title compound as off white solid (12 g, ...